Dataset: the Open Reaction Database (ORD), a public repository of structured organic reaction records. Task: describe an organic reaction: reactants, conditions, products, and yield Reaction conditions: temperature 80 celsius, time 8 hour. Reported procedure: (S)-3-Hydroxypyrrolidin-2-one (1.52 g, 15.0 mmol), 3-bromotoluene (2.57 g, 15.0 mmol), 4,5-bis(diphenylphosphino)-9,9-dimethylxanthene (0.26 g, 0.45 mmol), palladium(II) acetate (0.067 g, 0.30 mmol) and cesium carbonate (7.33 g, 22.5 mmol) were mixed together in dioxane (50 mL) and stirred overnight at 80° C. overnight. The reaction mixture was washed with water (150 mL), and the aqueous layer was extracted with dichloromethane (3×150 mL). The combined organic layers were dried (sodium sulfate) ... The reactants are O[C@@H]1C(NCC1)=O ((S)-3-Hydroxypyrrolidin-2-one), BrC=1C=C(C=CC1)C (3-bromotoluene), C1(=CC=CC=C1)P(C1=CC=CC=2C(C3=CC=CC(=C3OC12)P(C1=CC=CC=C1)C1=CC=CC=C1)(C)C)C1=CC=CC=C1 (4,5-bis(diphenylphosphino)-9,9-dimethylxanthene), C([O-])([O-])=O.[Cs+].[Cs+] (cesium carbonate). The product is O[C@@H]1C(N(CC1)C1=CC(=CC=C1)C)=O ((3S)-3-hydroxy-1-(3-methylphenyl)pyrrolidin-2-one). RXN SMILES: [OH:1][C@H:2]1[CH2:6][CH2:5][NH:4][C:3]1=[O:7].Br[C:9]1[CH:10]=[C:11]([CH3:15])[CH:12]=[CH:13][CH:14]=1.C1(P(C2C=CC=CC=2)C2C3OC4C(=CC=CC=4P(C4C=CC=CC=4)C4C=CC=CC=4)C(C)(C)C=3C=CC=2)C=CC=CC=1.C(=O)([O-])[O-].[Cs+].[Cs+]>O1CCOCC1.C([O-])(=O)C.[Pd+2].C([O-])(=O)C>[OH:1][C@H:2]1[CH2:6][CH2:5][N:4]([C:9]2[CH:14]=[CH:13][CH:12]=[C:11]([CH3:15])[CH:10]=2)[C:3]1=[O:7] |f:3.4.5,7.8.9|. The solvent is O1CCOCC1 (dioxane). The reagents and catalysts are C(C)(=O)[O-].[Pd+2].C(C)(=O)[O-] (palladium(II) acetate). Reactants: O=C1CCC(=O)N1Br, COC=C(C(=O)OC)c1c(OC)ncnc1Oc1cccc(C)c1, ClC(Cl)(Cl)Cl, CC(C)(C#N)N=NC(C)(C)C#N. Product: COC=C(C(=O)OC)c1c(OC)ncnc1Oc1cccc(CBr)c1. RXN SMILES: [Br:25][N:26]1[C:27](=[O:28])[CH2:29][CH2:30][C:31]1=[O:32].[CH3:1][c:2]1[cH:3][c:4]([O:5][c:6]2[n:7][cH:8][n:9][c:10]([O:20][CH3:21])[c:11]2[C:12]([C:13](=[O:14])[O:15][CH3:16])=[CH:17][O:18][CH3:19])[cH:22][cH:23][cH:24]1.[Cl:45][C:46]([Cl:47])([Cl:48])[Cl:49].[N:33]#[C:34][C:35]([N:36]=[N:37][C:38]([C:39]#[N:40])([CH3:41])[CH3:42])([CH3:43])[CH3:44]>>[CH2:1]([c:2]1[cH:3][c:4]([O:5][c:6]2[n:7][cH:8][n:9][c:10]([O:20][CH3:21])[c:11]2[C:12]([C:13](=[O:14])[O:15][CH3:16])=[CH:17][O:18][CH3:19])[cH:22][cH:23][cH:24]1)[Br:25]. Reactants: C1(=CC=CC=C1)CC(=O)Cl (phenylacetyl chloride), [K+].[Br-] (KBr), N (ammonia), C18H19N5O6, C[Si](C)(C)Cl (trimethylsilyl chloride), [C@@H]1([C@H](O)[C@H](O)[C@@H](CO)O1)N1C=NC=2C(=O)NC(N)=NC12 (Guanosine), amide. The solvent is CCO (EtOH), N1=CC=CC=C1 (pyridine), O (water), N1=CC=CC=C1 (pyridine). Run at time 1 hour. Yields the product N#N.C1(=CC=CC=C1)CC(=O)[C@@]1([C@H](O)[C@H](O)[C@@H](CO)O1)N1C=NC=2C(=O)NC(N)=NC12 (N2 (phenylacetyl)-guanosine). The yield is 59.0%. Reaction SMILES: [C@@H:1]1([N:10]2[C:20]3[N:19]=[C:17]([NH2:18])[NH:16][C:14](=[O:15])[C:13]=3[N:12]=[CH:11]2)[O:9][C@H:6]([CH2:7][OH:8])[C@@H:4]([OH:5])[C@H:2]1[OH:3].C[Si](Cl)(C)C.[C:26]1([CH2:32][C:33](Cl)=[O:34])[CH:31]=[CH:30][CH:29]=[CH:28][CH:27]=1.[NH3:36].[K+].[Br-]>N1C=CC=CC=1.CCO.O>[N:36]#[N:10].[C:26]1([CH2:32][C:33]([C@@:1]2([N:10]3[C:20]4[N:19]=[C:17]([NH2:18])[NH:16][C:14](=[O:15])[C:13]=4[N:12]=[CH:11]3)[O:9][C@H:6]([CH2:7][OH:8])[C@@H:4]([OH:5])[C@H:2]2[OH:3])=[O:34])[CH:31]=[CH:30][CH:29]=[CH:28][CH:27]=1 |f:4.5,9.10|. Procedure: Guanosine 5 (10.19 g, 36 mmoles) was dried three times by coevaporation with dry pyridine and suspended in 200 ml of dry pyridine. To this was added trimethylsilyl chloride (24 ml, 180 mmoles) at room temperature. After the solution was stirred for 1 hour at room temperature, phenylacetyl chloride (24 ml, 180 mmoles) was added dropwise and the solution was maintained at room temperature with mechanical stirring for 15 hours. The reaction mixture was cooled in an ice bath, and 75 ml of cold water... Starting materials: C(C1=CC=CC=C1)OC(=O)N1[C@@H](CNC(CC1)=O)C ((R)-2-methyl-5-oxo-[1,4]diazepane-1-carboxylic acid benzyl ester), ClCCCN1CCCCC1 (1-(3-chloropropyl)piperidine). Yields the product C(C1=CC=CC=C1)OC(=O)N1[C@@H](CN(C(CC1)=O)CCCN1CCCCC1)C ((R)-2-Methyl-5-oxo-4-(3-piperidin-1-yl-propyl)-[1,4]diazepane-1-carboxylic acid benzyl ester). RXN SMILES: [CH2:1]([O:8][C:9]([N:11]1[CH2:17][CH2:16][C:15](=[O:18])[NH:14][CH2:13][C@H:12]1[CH3:19])=[O:10])[C:2]1[CH:7]=[CH:6][CH:5]=[CH:4][CH:3]=1.Cl[CH2:21][CH2:22][CH2:23][N:24]1[CH2:29][CH2:28][CH2:27][CH2:26][CH2:25]1>>[CH2:1]([O:8][C:9]([N:11]1[CH2:17][CH2:16][C:15](=[O:18])[N:14]([CH2:21][CH2:22][CH2:23][N:24]2[CH2:29][CH2:28][CH2:27][CH2:26][CH2:25]2)[CH2:13][C@H:12]1[CH3:19])=[O:10])[C:2]1[CH:3]=[CH:4][CH:5]=[CH:6][CH:7]=1. Reported procedure: The title compound could be prepared from (R)-2-methyl-5-oxo-[1,4]diazepane-1-carboxylic acid benzyl ester and 1-(3-chloropropyl)piperidine in analogy to example 33A. MS: 388.3 (MH+). The reactants are [BH4-].[Na+] (sodium borohydride), 2h, N[C@H](C(=O)NC1=C(C=C(C=C1F)F)F)CC1=CC=C(C=C1)OCC1=CC=CC=C1 ((S)-α-amino-4-(phenylmethoxy)-N-(2,4,6-trifluorophenyl)benzenepropanamide), C(C1=CC=CC=C1)=O (benzaldehyde), OO (H2O2). Run in CO (methanol), C(C)(=O)OCC (ethyl acetate), C1(=CC=CC=C1)C (toluene), O (water). Conditions: temperature 25 celsius, time 1 hour. Product: CC(C)C1=C(C(=CC=C1)C(C)C)NC([C@H](CC1=CC=C(C=C1)OCC1=CC=CC=C1)NCC1=CC=CC=C1)=O ((S)-N-[2,6-bis(1-Methylethyl)phenyl]-4-(phenylmethoxy)-α-[(phenylmethyl)amino]benzenepropanamide). Yield: 18.4%. As a reaction SMILES: [NH2:1][C@@H:2]([CH2:15][C:16]1[CH:21]=[CH:20][C:19]([O:22][CH2:23][C:24]2[CH:29]=[CH:28][CH:27]=[CH:26][CH:25]=2)=[CH:18][CH:17]=1)[C:3]([NH:5][C:6]1[C:11](F)=[CH:10][C:9](F)=[CH:8][C:7]=1F)=[O:4].[CH:30](=O)[C:31]1[CH:36]=[CH:35][CH:34]=[CH:33][CH:32]=1.[BH4-].[Na+].OO>C1(C)C=CC=CC=1.C(OCC)(=O)C.CO.O>[CH3:3][CH:2]([C:7]1[CH:8]=[CH:9][CH:10]=[C:11]([CH:6]([CH3:11])[CH3:7])[C:6]=1[NH:5][C:3](=[O:4])[C@@H:2]([NH:1][CH2:30][C:31]1[CH:36]=[CH:35][CH:34]=[CH:33][CH:32]=1)[CH2:15][C:16]1[CH:21]=[CH:20][C:19]([O:22][CH2:23][C:24]2[CH:29]=[CH:28][CH:27]=[CH:26][CH:25]=2)=[CH:18][CH:17]=1)[CH3:15] |f:2.3|. Procedure: A solution of (S)-α-amino-4-(phenylmethoxy)-N-(2,4,6-trifluorophenyl)benzenepropanamide (1.0 g, 2.3 mmol) and benzaldehyde (0.25 g, 2.3 mmol) in toluene was heated under reflux with the azeotropic removal of water (1 hr). The resulting solution was cooled (25° C.), then methanol (30 mL) and an excess of sodium borohydride was added, and the resulting slurry was stirred (2h, 25° C.). To the resulting mixture was added 3% aqueous H2O2 (ca. 10 mL), and the resulting mixture was again stirred (1 hr,... Reactants: CI (methyl iodide), BrC1=CC(=C(C=C1)C(C)(C)O)Cl (2-(4-bromo-2-chloro-phenyl)-propan-2-ol), [H-].[Na+] (sodium hydride), O (water). Solvent: CN(C)C=O (DMF), CN(C)C=O (DMF). Reaction conditions: temperature 0 celsius, time 30 minute. Yields the product BrC1=CC(=C(C=C1)C(C)(C)OC)Cl (4-bromo-2-chloro-1-(1-methoxy-1-methyl-ethyl)-benzene), liquid. Isolated yield 79.0%. Reaction SMILES: [Br:1][C:2]1[CH:7]=[CH:6][C:5]([C:8]([OH:11])([CH3:10])[CH3:9])=[C:4]([Cl:12])[CH:3]=1.[H-].[Na+].[CH3:15]I.O>CN(C=O)C>[Br:1][C:2]1[CH:7]=[CH:6][C:5]([C:8]([O:11][CH3:15])([CH3:10])[CH3:9])=[C:4]([Cl:12])[CH:3]=1 |f:1.2|. Reported procedure: A solution of 370 mg (1.48 mmol) of 2-(4-bromo-2-chloro-phenyl)-propan-2-ol in 2 ml DMF was added to a suspension of sodium hydride (65 mg, ˜60% dispersion in oil) in 2 ml DMF at 0° C. The mixture was stirred at 0° C. for 30 min and then 111 μl (1.78 mmol) of methyl iodide were added. The reaction mixture was then warmed to rt and stirring was continued overnight. Then water was added and the mixture was extracted with ether. The organic phase was washed with water and brine, dried (MgSO4), filt... Reactants: C1(=CC=CC=C1)S(=O)(=O)N=C=S (benzenesulfonyl isothiocyanate), NC1=NC(=NC(=N1)OC)OC (2-amino-4,6-dimethoxy-1,3,5-triazine), C(C)#N (acetonitrile), C(CCCCCCCCCCC)(=O)[O-].C(CCCCCCCCCCC)(=O)[O-].C(CCC)[Sn+2]CCCC (dibutyltin dilaurate). Run in C(C)OCC (ethyl ether). Yields the product COC1=NC(=NC(=N1)OC)NC(NS(=O)(=O)C1=CC=CC=C1)=S (N-[(4,6-Dimethoxy-1,3,5-triazin-2-yl)aminothioxomethyl]benzenesulfonamide). Reaction SMILES: [C:1]1([S:7]([N:10]=[C:11]=[S:12])(=[O:9])=[O:8])[CH:6]=[CH:5][CH:4]=[CH:3][CH:2]=1.[NH2:13][C:14]1[N:19]=[C:18]([O:20][CH3:21])[N:17]=[C:16]([O:22][CH3:23])[N:15]=1.C(#N)C.C([O-])(=O)CCCCCCCCCCC.C([O-])(=O)CCCCCCCCCCC.C([Sn+2]CCCC)CCC>C(OCC)C>[CH3:21][O:20][C:18]1[N:17]=[C:16]([O:22][CH3:23])[N:15]=[C:14]([NH:13][C:11](=[S:12])[NH:10][S:7]([C:1]2[CH:2]=[CH:3][CH:4]=[CH:5][CH:6]=2)(=[O:9])=[O:8])[N:19]=1 |f:3.4.5|. Reported procedure: A mixture containing 20 g of benzenesulfonyl isothiocyanate, 15.6 g of 2-amino-4,6-dimethoxy-1,3,5-triazine, 250 ml of acetonitrile and a catalytic amount of dibutyltin dilaurate was stirred for 24 hours. After filtration to remove unreacted triazine, the evaporation of the acetonitrile yielded a gummy residue. Trituration of this material with ethyl ether resulted in the precipitation of the desired compound, which was isolated by filtration and melted at 148°-150° C.